describe an organic reaction: reactants, conditions, products, and yield From a dataset of the Open Reaction Database (ORD), a public repository of structured organic reaction records. The reactants are C(C1=CC=CC=C1)N1CCC(CC1)N1C=CC2=CC=CC=C12 (1-N-(1-benzyl-piperidin-4-yl)-indole), ClC(=O)OCC (ethyl chloroformate). The solvent is C(Cl)Cl (methylene chloride). Product: C(C)OC(=O)N1CCC(CC1)N1C=CC2=CC=CC=C12 (4-(Indol-1-yl)-piperidine-1-carboxylic acid ethyl ester). Isolated yield 53.0%. RXN SMILES: C([N:8]1[CH2:13][CH2:12][CH:11]([N:14]2[C:22]3[C:17](=[CH:18][CH:19]=[CH:20][CH:21]=3)[CH:16]=[CH:15]2)[CH2:10][CH2:9]1)C1C=CC=CC=1.Cl[C:24]([O:26][CH2:27][CH3:28])=[O:25]>C(Cl)Cl>[CH2:27]([O:26][C:24]([N:8]1[CH2:13][CH2:12][CH:11]([N:14]2[C:22]3[C:17](=[CH:18][CH:19]=[CH:20][CH:21]=3)[CH:16]=[CH:15]2)[CH2:10][CH2:9]1)=[O:25])[CH3:28]. Reported procedure: To a solution of 1-N-(1-benzyl-piperidin-4-yl)-indole (100 g, 0.344 mol) in methylene chloride (1 L) was added ethyl chloroformate (99.2 mL) dropwise with stirring. The mixture was refluxed for 48 hours, cooled to room temperature, and concentrated. The residue was crystallized from i-propanol to give the title compound as colorless crystals (50 g, 53% yield). M. Pt.: 127° C. Reported procedure: A mixture of ethyl 4-({(4-bromoisoquinolin-3-yl)[4-(trifluoromethoxy)benzyl]amino}-sulfonyl)benzoate (65.0 mg, 0.107 mmol) prepared in Example 153, cyclopropylboronic acid (27.0 mg, 0.321 mmol), palladium acetate (2.5 mg, 0.011 mmol), tricyclohexylphosphine (5.9 mg, 0.021 mmol) and tripotassium phosphate (79.0 mg, 0.375 mmol) in water (0.027 mL) and toluene (0.54 mL) was stirred under argon atmosphere at 100° C. for 5 hours. After cooling, the reaction solution was diluted with ethyl acetate, wa... As a reaction SMILES: Br[C:2]1[C:11]2[C:6](=[CH:7][CH:8]=[CH:9][CH:10]=2)[CH:5]=[N:4][C:3]=1[N:12]([CH2:27][C:28]1[CH:33]=[CH:32][C:31]([O:34][C:35]([F:38])([F:37])[F:36])=[CH:30][CH:29]=1)[S:13]([C:16]1[CH:26]=[CH:25][C:19]([C:20]([O:22][CH2:23][CH3:24])=[O:21])=[CH:18][CH:17]=1)(=[O:15])=[O:14].[CH:39]1(B(O)O)[CH2:41][CH2:40]1.C1(P(C2CCCCC2)C2CCCCC2)CCCCC1.P([O-])([O-])([O-])=O.[K+].[K+].[K+]>O.C1(C)C=CC=CC=1.C(OCC)(=O)C.C([O-])(=O)C.[Pd+2].C([O-])(=O)C>[CH:39]1([C:2]2[C:11]3[C:6](=[CH:7][CH:8]=[CH:9][CH:10]=3)[CH:5]=[N:4][C:3]=2[N:12]([CH2:27][C:28]2[CH:33]=[CH:32][C:31]([O:34][C:35]([F:38])([F:37])[F:36])=[CH:30][CH:29]=2)[S:13]([C:16]2[CH:26]=[CH:25][C:19]([C:20]([O:22][CH2:23][CH3:24])=[O:21])=[CH:18][CH:17]=2)(=[O:15])=[O:14])[CH2:41][CH2:40]1 |f:3.4.5.6,10.11.12|. Yields the product C1(CC1)C1=C(N=CC2=CC=CC=C12)N(S(=O)(=O)C1=CC=C(C(=O)OCC)C=C1)CC1=CC=C(C=C1)OC(F)(F)F (ethyl 4-({(4-cyclopropylisoquinolin-3-yl)[4-(trifluoromethoxy)benzyl]amino}sulfonyl)benzoate). Run in O (water), C1(=CC=CC=C1)C (toluene), C(C)(=O)OCC (ethyl acetate). The reagents and catalysts are C(C)(=O)[O-].[Pd+2].C(C)(=O)[O-] (palladium acetate). Reaction conditions: temperature 100 celsius, time 5 hour. The yield is 76.5%. Reactants: BrC1=C(N=CC2=CC=CC=C12)N(S(=O)(=O)C1=CC=C(C(=O)OCC)C=C1)CC1=CC=C(C=C1)OC(F)(F)F (ethyl 4-({(4-bromoisoquinolin-3-yl)[4-(trifluoromethoxy)benzyl]amino}-sulfonyl)benzoate), C1(CC1)B(O)O (cyclopropylboronic acid), C1(CCCCC1)P(C1CCCCC1)C1CCCCC1 (tricyclohexylphosphine), P(=O)([O-])([O-])[O-].[K+].[K+].[K+] (tripotassium phosphate). The reactants are CC1OC2=C(N=C1N)C=C(C=C2)CCN(C(=O)OC(C)(C)C)CC2=CC(=CC=C2)Cl (2-methyl-3-amino-6-[2-(3-chlorobenzyl-tert-butyloxycarbonylamino)-ethyl]-2H-1,4-benzoxazine), Cl (HCl). Yield: 85.5%. Procedure details: 203.9 mg (0.474 mmol) of 2-methyl-3-amino-6-[2-(3-chlorobenzyl-tert-butyloxycarbonylamino)-ethyl]-2H-1,4-benzoxazine is mixed with 7 ml of an HCl in dioxane solution (4M) and stirred for three hours at room temperature. The precipitated product is suctioned off, and washed with toluene and with dichloromethane. After drying on the oil pump, 163.3 mg (85.5%) of the desired product is obtained as dihydrochloride. Yields the product Cl.Cl.CC1OC2=C(N=C1N)C=C(C=C2)CCNCC2=CC(=CC=C2)Cl (2-Methyl-3-amino-6-[2-(3-chlorobenzylamino)-ethyl]-2H-1,4-benzoxazine dihydrochloride). RXN SMILES: [CH3:1][CH:2]1[C:7]([NH2:8])=[N:6][C:5]2[CH:9]=[C:10]([CH2:13][CH2:14][N:15]([CH2:23][C:24]3[CH:29]=[CH:28][CH:27]=[C:26]([Cl:30])[CH:25]=3)C(OC(C)(C)C)=O)[CH:11]=[CH:12][C:4]=2[O:3]1.[ClH:31]>O1CCOCC1>[ClH:30].[ClH:31].[CH3:1][CH:2]1[C:7]([NH2:8])=[N:6][C:5]2[CH:9]=[C:10]([CH2:13][CH2:14][NH:15][CH2:23][C:24]3[CH:29]=[CH:28][CH:27]=[C:26]([Cl:30])[CH:25]=3)[CH:11]=[CH:12][C:4]=2[O:3]1 |f:3.4.5|. Reaction conditions: time 3 hour. Solvent: O1CCOCC1 (dioxane). Reactants: C(C)(C)N(CC)C(C)C (diisopropylethylamine), N1(CCC1)C1=NC(=NC(=C1)NC=1NN=C(C1)C)SC1=CC=C(C(=O)O)C=C1 (4-[4-azetidin-1-yl-6-(5-methyl-2H-pyrazol-3-ylamino)-pyrimidin-2-ylsulfanyl]-benzoic acid), C1(CCCC1)N (cyclopentyl amine), F[B-](F)(F)F.CN(C(=[N+](C)C)O)C (tetramethyluroniumtetrafluoroborate). Solvent: CN(C=O)C (dimethylformamide), C(C)(=O)OCC (ethyl acetate). Conditions: time 18 hour. Yields the product N1(CCC1)C1=NC(=NC(=C1)NC=1NN=C(C1)C)SC1=CC=C(C(=O)NC2CCCC2)C=C1 (4-[4-Azetidin-1-yl-6-(5-methyl-2H-pyrazol-3-ylamino)-pyrimidin-2-ylsulfanyl]-N-cyclopentyl-benzamide). RXN SMILES: [N:1]1([C:5]2[CH:10]=[C:9]([NH:11][C:12]3[NH:13][N:14]=[C:15]([CH3:17])[CH:16]=3)[N:8]=[C:7]([S:18][C:19]3[CH:27]=[CH:26][C:22]([C:23](O)=[O:24])=[CH:21][CH:20]=3)[N:6]=2)[CH2:4][CH2:3][CH2:2]1.[CH:28]1([NH2:33])[CH2:32][CH2:31][CH2:30][CH2:29]1.F[B-](F)(F)F.CN(C)C(O)=[N+](C)C.C(N(C(C)C)CC)(C)C>CN(C)C=O.C(OCC)(=O)C>[N:1]1([C:5]2[CH:10]=[C:9]([NH:11][C:12]3[NH:13][N:14]=[C:15]([CH3:17])[CH:16]=3)[N:8]=[C:7]([S:18][C:19]3[CH:27]=[CH:26][C:22]([C:23]([NH:33][CH:28]4[CH2:32][CH2:31][CH2:30][CH2:29]4)=[O:24])=[CH:21][CH:20]=3)[N:6]=2)[CH2:2][CH2:3][CH2:4]1 |f:2.3|. Reported procedure: A 25 ml round bottom flask was charged with 4-[4-azetidin-1-yl-6-(5-methyl-2H-pyrazol-3-ylamino)-pyrimidin-2-ylsulfanyl]-benzoic acid (200 mg, 0.48 mmol), cyclopentyl amine (85 mg, 1 mmol), 2-(1H-benzotriazol-1-yl)-1,1,3,3, -tetramethyluroniumtetrafluoroborate (321 mg, 1 mmol), diisopropylethylamine (0.34 ml, 2 mmol) in dimethylformamide (5 ml), under nitrogen. The reaction mixture was stirred at room temperature for 18 hours and then was diluted with ethyl acetate (40 ml), washed with a saturat... Reactants: CN(C)c1ccncc1, O=C(Cl)C1CC1, COc1ccc(NC(=O)c2cccc(C3(C#N)CC3)c2)cc1Oc1ccc2nc(N)sc2n1, c1ccncc1. Product: COc1ccc(NC(=O)c2cccc(C3(C#N)CC3)c2)cc1Oc1ccc2nc(NC(=O)C3CC3)sc2n1. As a reaction SMILES: [CH3:46][N:47]([CH3:48])[c:49]1[cH:50][cH:51][n:52][cH:53][cH:54]1.[CH:34]1([C:37](=[O:38])[Cl:39])[CH2:35][CH2:36]1.[NH2:1][c:2]1[s:3][c:4]2[n:5][c:6]([O:11][c:12]3[cH:13][c:14]([NH:20][C:21]([c:22]4[cH:23][c:24]([C:28]5([C:31]#[N:32])[CH2:29][CH2:30]5)[cH:25][cH:26][cH:27]4)=[O:33])[cH:15][cH:16][c:17]3[O:18][CH3:19])[cH:7][cH:8][c:9]2[n:10]1.[cH:40]1[cH:41][cH:42][n:43][cH:44][cH:45]1>>[NH:1]([c:2]1[s:3][c:4]2[n:5][c:6]([O:11][c:12]3[cH:13][c:14]([NH:20][C:21]([c:22]4[cH:23][c:24]([C:28]5([C:31]#[N:32])[CH2:29][CH2:30]5)[cH:25][cH:26][cH:27]4)=[O:33])[cH:15][cH:16][c:17]3[O:18][CH3:19])[cH:7][cH:8][c:9]2[n:10]1)[C:37]([CH:34]1[CH2:35][CH2:36]1)=[O:38]. As a reaction SMILES: [C:1]([C:3]1[CH:8]=[CH:7][CH:6]=[CH:5][C:4]=1[C:9]1[CH:14]=[CH:13][C:12]([CH2:15][N:16]2[C:20]3[C:21]([C:25]([O:27][CH3:28])=[O:26])=[CH:22][CH:23]=[CH:24][C:19]=3[N:18]=[C:17]2[O:29][CH2:30][CH3:31])=[CH:11][CH:10]=1)#[N:2].C([Sn]([N:57]=[N+:58]=[N-:59])(CCCCCCCC)CCCCCCCC)CCCCCCC>C1(C)C=CC=CC=1>[CH2:30]([O:29][C:17]1[N:16]([CH2:15][C:12]2[CH:11]=[CH:10][C:9]([C:4]3[CH:5]=[CH:6][CH:7]=[CH:8][C:3]=3[C:1]3[NH:59][N:58]=[N:57][N:2]=3)=[CH:14][CH:13]=2)[C:20]2[C:21]([C:25]([O:27][CH3:28])=[O:26])=[CH:22][CH:23]=[CH:24][C:19]=2[N:18]=1)[CH3:31]. Reported procedure: A mixture of 13.0 g of methyl 1-(2'-cyanobiphenyl-4-yl)methyl-2-ethoxybenzimidazole-7-carboxylate, 47.1 g of trioctyltin azide (tri-n-octyltin azide) and 60 ml of toluene was refluxed at 125° C. for 31 hours. After cooling, the reaction mixture was concentrated. To the concentrate was added 56 ml of ethanol as well as an aqueous solution of sodium nitrite (7.7 g/28 ml) and the mixture was adjusted to pH 5 with concentrated hydrochloric acid. Then, 31 ml of ethyl acetate was added. The mixture wa... Yields the product C(C)OC1=NC2=C(N1CC1=CC=C(C=C1)C1=C(C=CC=C1)C1=NN=NN1)C(=CC=C2)C(=O)OC (methyl 2-ethoxy-1-[2'-(1H-tetrazol-5-yl)biphenyl-4-yl]methylbenzimidazole-7carboxylate). Reaction conditions: temperature 125 celsius. Run in C1(=CC=CC=C1)C (toluene). Isolated yield 101.4%. The reactants are C(#N)C1=C(C=CC=C1)C1=CC=C(C=C1)CN1C(=NC2=C1C(=CC=C2)C(=O)OC)OCC (methyl 1-(2'-cyanobiphenyl-4-yl)methyl-2-ethoxybenzimidazole-7-carboxylate), C(CCCCCCC)[Sn](CCCCCCCC)(CCCCCCCC)N=[N+]=[N-] (trioctyltin azide). Reactants: CC(C)(C)OC(=O)NCCc1ccc2c(c1)C1C=CCC1C(c1cc3c(cc1Br)OCO3)N2, ClCCl. The product is NCCc1ccc2c(c1)C1C=CCC1C(c1cc3c(cc1Br)OCO3)N2. As a reaction SMILES: [C:1]([O:2][C:3](=[O:4])[NH:7][CH2:8][CH2:9][c:10]1[cH:11][c:12]2[c:17]([cH:18][cH:19]1)[NH:16][CH:15]([c:20]1[cH:21][c:22]3[c:23]([cH:27][c:28]1[Br:29])[O:24][CH2:25][O:26]3)[CH:14]1[CH:13]2[CH:32]=[CH:31][CH2:30]1)([CH3:5])([CH3:6])[CH3:33].[Cl:34][CH2:35][Cl:36]>>[NH2:7][CH2:8][CH2:9][c:10]1[cH:11][c:12]2[c:17]([cH:18][cH:19]1)[NH:16][CH:15]([c:20]1[cH:21][c:22]3[c:23]([cH:27][c:28]1[Br:29])[O:24][CH2:25][O:26]3)[CH:14]1[CH:13]2[CH:32]=[CH:31][CH2:30]1. Starting materials: ICCC (1-Iodopropane), C(=O)([O-])[O-].[K+].[K+] (K2CO3), FC=1C=C2C(=C(NC2=CC1)C)C1=NNS(C2=C1C=CC=C2)(=O)=O (4-(5-fluoro-2-methyl-1H-indol-3-yl)-2H-benzo[e][1,2,3]thiadiazine 1,1-dioxide), C(=O)([O-])[O-].[K+].[K+] (K2CO3), BrCC(=O)OC(C)(C)C (tert-butyl bromoacetate). The solvent is O (H2O), C(Cl)Cl (CH2Cl2), CC#N (CH3CN). Conditions: temperature 80 celsius, time 8 hour. Yields the product C(C)(C)(C)OC(CN1C(=C(C2=CC(=CC=C12)F)C1=NN(S(C2=C1C=CC=C2)(=O)=O)CCC)C)=O ([3-(2-Propyl-1,1-dioxo-1,2-dihydro-1λ6-benzo[e][1,2,3]thiadiazin-4-yl)-5-fluoro-2-methyl-indol-1-yl]-acetic acid tert-butyl ester). Reaction SMILES: I[CH2:2][CH2:3][CH3:4].C([O-])([O-])=O.[K+].[K+].[F:11][C:12]1[CH:13]=[C:14]2[C:18](=[CH:19][CH:20]=1)[NH:17][C:16]([CH3:21])=[C:15]2[C:22]1[C:27]2[CH:28]=[CH:29][CH:30]=[CH:31][C:26]=2[S:25](=[O:33])(=[O:32])[NH:24][N:23]=1.Br[CH2:35][C:36]([O:38][C:39]([CH3:42])([CH3:41])[CH3:40])=[O:37]>CC#N.O.C(Cl)Cl>[C:39]([O:38][C:36](=[O:37])[CH2:35][N:17]1[C:18]2[C:14](=[CH:13][C:12]([F:11])=[CH:20][CH:19]=2)[C:15]([C:22]2[C:27]3[CH:28]=[CH:29][CH:30]=[CH:31][C:26]=3[S:25](=[O:32])(=[O:33])[N:24]([CH2:2][CH2:3][CH3:4])[N:23]=2)=[C:16]1[CH3:21])([CH3:42])([CH3:41])[CH3:40] |f:1.2.3|. Procedure: 1-Iodopropane (7 μL, 67 μmol) and K2CO3 (10 mg, 72 μmol) were added to a solution of 4-(5-fluoro-2-methyl-1H-indol-3-yl)-2H-benzo[e][1,2,3]thiadiazine 1,1-dioxide (20 mg, 61 μmol) in CH3CN (1 mL), and stirred overnight at 80° C. An additional amount of K2CO3 (10 mg, 72 μmol) and tert-butyl bromoacetate (14 μL, 92 μmol) was added, and the reaction mixture stirred an additional 2 h at 80° C. The reaction mixture was diluted with H2O and CH2Cl2, and filtered through an Extrelut column. The Extrelut... The reactants are FC1=C(C=C(C(=C1)C1=CC=C2C(=NNC2=C1)C=1NC2=C(CNCC2)N1)CC(F)(F)F)O (2-fluoro-4-[3-(4,5,6,7-tetrahydro-1H-imidazo[4,5-c]pyridin-2-yl)-1H-indazol-6-yl]-5-(2,2,2-trifluoro-ethyl)-phenol), OC1=CC=C(C=O)C=C1 (4-hydroxybenzaldehyde). Yields the product FC1=C(C=C(C(=C1)C1=CC=C2C(=NNC2=C1)C1=NC2=C(CCN(C2)CC2=CC=C(C=C2)O)N1)CC(F)(F)F)O (2-Fluoro-4-{3-[5-(4-hydroxy-benzyl)-4,5,6,7-tetrahydro-1H-imidazo[4,5-d]pyridin-2-yl]-1H-indazol-6-yl}-5-(2,2,2-trifluoro-ethyl)-phenol). As a reaction SMILES: [F:1][C:2]1[CH:7]=[C:6]([C:8]2[CH:16]=[C:15]3[C:11]([C:12]([C:17]4[NH:18][C:19]5[CH2:24][CH2:23][NH:22][CH2:21][C:20]=5[N:25]=4)=[N:13][NH:14]3)=[CH:10][CH:9]=2)[C:5]([CH2:26][C:27]([F:30])([F:29])[F:28])=[CH:4][C:3]=1[OH:31].[OH:32][C:33]1[CH:40]=[CH:39][C:36]([CH:37]=O)=[CH:35][CH:34]=1>>[F:1][C:2]1[CH:7]=[C:6]([C:8]2[CH:16]=[C:15]3[C:11]([C:12]([C:17]4[NH:18][C:19]5[CH2:24][CH2:23][N:22]([CH2:37][C:36]6[CH:39]=[CH:40][C:33]([OH:32])=[CH:34][CH:35]=6)[CH2:21][C:20]=5[N:25]=4)=[N:13][NH:14]3)=[CH:10][CH:9]=2)[C:5]([CH2:26][C:27]([F:28])([F:29])[F:30])=[CH:4][C:3]=1[OH:31]. Procedure details: The title compound was prepared from 2-fluoro-4-[3-(4,5,6,7-tetrahydro-1H-imidazo[4,5-c]pyridin-2-yl)-1H-indazol-6-yl]-5-(2,2,2-trifluoro-ethyl)-phenol (100 mg, 0.21 mmol) and 4-hydroxybenzaldehyde (56.6 mg, 0.46 mmol) using the method of Example 51. The crude material was purified initially over silica and finally by Prep TLC (Mobile Phase: 10% MeOH-DCM) to afford the title compound as an off white solid in 24.4% yield, 28 mg.